describe an organic reaction: reactants, conditions, products, and yield From a dataset of the Open Reaction Database (ORD), a public repository of structured organic reaction records. Reactants: ClC1=C(C(=O)O)C=CC=N1 (2-Chloronicotinic acid), C(C)O (ethanol), S(O)(O)(=O)=O (sulfuric acid). Run in C1(=CC=CC=C1)C (toluene). Product: ClC1=C(C(=O)OCC)C=CC=N1 (ethyl 2-chloronicotinate). As a reaction SMILES: [Cl:1][C:2]1[N:10]=[CH:9][CH:8]=[CH:7][C:3]=1[C:4]([OH:6])=[O:5].[CH2:11](O)[CH3:12].S(=O)(=O)(O)O>C1(C)C=CC=CC=1>[Cl:1][C:2]1[N:10]=[CH:9][CH:8]=[CH:7][C:3]=1[C:4]([O:6][CH2:11][CH3:12])=[O:5]. Procedure: 2-Chloronicotinic acid (5.90 g, 37.5 mmol), ethanol (120 mL), toluene (35 mL) and 98% sulfuric acid (2 mL) were heated together under reflux for 48 hours. After evaporation of the ethanol and toluene, the residue was dissolved in water, neutralized with sodium bicarbonate, and extracted with chloroform. The organic layer was dried through MgSO4, and then the solvent was evaporated to give a dark-brown oil-like residue, which was purified by flash chromatography using a gradient of 10-20% hexane/...